From a dataset of the Open Reaction Database (ORD), a public repository of structured organic reaction records. describe an organic reaction: reactants, conditions, products, and yield Starting materials: C[Si](C)(C)[N-][Si](C)(C)C.[Na+] (sodium bistrimethylsilylamide), [Br-].CC(CC[PH3+])(C)C ((3,3-Dimethyl-butyl) phosphonium bromide), C(C)OC(C(=O)C1=CC=C(C=C1)SC)=O ((4-methylsulfanyl-phenyl)-oxo-acetic acid ethyl ester). Solvent: C(Cl)Cl.C1CCOC1 (CH2Cl2 THF), C1CCOC1 (THF). The product is C(C)OC(\C(=C\CC(C)(C)C)\C1=CC=C(C=C1)SC)=O ((E)-5,5-Dimethyl-2-(4-methylsulfanyl-phenyl)-hex-2-enoic acid ethyl ester). Reaction SMILES: C[Si]([N-][Si](C)(C)C)(C)C.[Na+].[Br-].[CH3:12][C:13]([CH3:18])([CH3:17])[CH2:14][CH2:15][PH3+].[CH2:19]([O:21][C:22](=[O:33])[C:23]([C:25]1[CH:30]=[CH:29][C:28]([S:31][CH3:32])=[CH:27][CH:26]=1)=O)[CH3:20]>C(Cl)Cl.C1COCC1.C1COCC1>[CH2:19]([O:21][C:22](=[O:33])/[C:23](/[C:25]1[CH:30]=[CH:29][C:28]([S:31][CH3:32])=[CH:27][CH:26]=1)=[CH:15]/[CH2:14][C:13]([CH3:18])([CH3:17])[CH3:12])[CH3:20] |f:0.1,2.3,5.6|. Procedure details: Add sodium bistrimethylsilylamide(4.67 mL, 2.0 M in THF, 9.35 mmol) to a solution of (3,3-Dimethyl-butyl) phosphonium bromide (4.00 g, 9.35 mmol)in CH2Cl2/THF at 0° C. Dissolve (4-methylsulfanyl-phenyl)-oxo-acetic acid ethyl ester (prepared as described by I. T. Barnish et. al. J. Med. Chem. 1981, 24, 399-404) in THF and add the resulting solution to the reaction mixture at 78° C. Stir at room temperature over-night. Add water and extract 3 X with dichloromethane, dry over sodium sulfate and con... Starting materials: BrC=1NC2=CC=C(C=C2C1CCCC(=O)OCC)Cl (ethyl 2-bromo-5-chloro-1H-indole-3-butanoate), C[Sn](C1=CC=C(C=C1)[N+](=O)[O-])(C)C (trimethyl(4-nitrophenyl)tin), C1(=CC=CC=C1)[As](C1=CC=CC=C1)C1=CC=CC=C1 (triphenylarsine), O1CCOCC1 (dioxane). The reagents and catalysts are C=1C=CC(=CC1)/C=C/C(=O)/C=C/C2=CC=CC=C2.C=1C=CC(=CC1)/C=C/C(=O)/C=C/C2=CC=CC=C2.C=1C=CC(=CC1)/C=C/C(=O)/C=C/C2=CC=CC=C2.[Pd].[Pd] (tris(dibenzylideneacetone)dipalladium). The solvent is O (water). Reaction conditions: temperature 50 celsius. Yields the product ClC=1C=C2C(=C(NC2=CC1)C1=CC=C(C=C1)[N+](=O)[O-])CCCC(=O)OCC (Ethyl 5-Chloro-2-(4-nitrophenyl)-1H-indole-3-butanoate). Isolated yield 31.0%. As a reaction SMILES: Br[C:2]1[NH:3][C:4]2[C:9]([C:10]=1[CH2:11][CH2:12][CH2:13][C:14]([O:16][CH2:17][CH3:18])=[O:15])=[CH:8][C:7]([Cl:19])=[CH:6][CH:5]=2.C[Sn](C)(C)[C:22]1[CH:27]=[CH:26][C:25]([N+:28]([O-:30])=[O:29])=[CH:24][CH:23]=1.C1([As](C2C=CC=CC=2)C2C=CC=CC=2)C=CC=CC=1.O1CCOCC1>C1C=CC(/C=C/C(/C=C/C2C=CC=CC=2)=O)=CC=1.C1C=CC(/C=C/C(/C=C/C2C=CC=CC=2)=O)=CC=1.C1C=CC(/C=C/C(/C=C/C2C=CC=CC=2)=O)=CC=1.[Pd].[Pd].O>[Cl:19][C:7]1[CH:8]=[C:9]2[C:4](=[CH:5][CH:6]=1)[NH:3][C:2]([C:22]1[CH:27]=[CH:26][C:25]([N+:28]([O-:30])=[O:29])=[CH:24][CH:23]=1)=[C:10]2[CH2:11][CH2:12][CH2:13][C:14]([O:16][CH2:17][CH3:18])=[O:15] |f:4.5.6.7.8|. Procedure details: A mixture of 200 mg (0.58.10−3 mol) of ethyl 2-bromo-5-chloro-1H-indole-3-butanoate, 498 mg (1.74.10−3 mol) of trimethyl(4-nitrophenyl)tin, 140 mg (0.46.10−3 mol) of triphenylarsine, 108 mg (0.12.10−3 mol) of tris(dibenzylideneacetone)dipalladium and 12 ml of dioxane is prepared and this reaction medium is heated at 50° C. for 6 days, with stirring. After cooling, 12 ml of water are added and the mixture is then extracted with ethyl ether. The organic phase is subsequently washed with water and ...